From a dataset of the Open Reaction Database (ORD), a public repository of structured organic reaction records. describe an organic reaction: reactants, conditions, products, and yield Starting materials: CC(C)(C)N(Cc1ccc(Nc2ncnc3[nH]cc(C(=O)c4ccccc4)c23)cc1)C(=O)[O-], ClCCl, O=C(O)C(F)(F)F. Yields the product NCc1ccc(Nc2ncnc3[nH]cc(C(=O)c4ccccc4)c23)cc1. As a reaction SMILES: [C:1]([N:5]([C:2](=[O:3])[O-:4])[CH2:9][c:10]1[cH:11][cH:12][c:13]([NH:16][c:17]2[c:18]3[c:19]([n:20][cH:21][n:22]2)[nH:23][cH:24][c:25]3[C:26]([c:27]2[cH:28][cH:29][cH:30][cH:31][cH:32]2)=[O:33])[cH:14][cH:15]1)([CH3:6])([CH3:7])[CH3:8].[Cl:41][CH2:42][Cl:43].[F:34][C:35]([F:36])([F:37])[C:38]([OH:39])=[O:40]>>[NH2:5][CH2:9][c:10]1[cH:11][cH:12][c:13]([NH:16][c:17]2[c:18]3[c:19]([n:20][cH:21][n:22]2)[nH:23][cH:24][c:25]3[C:26]([c:27]2[cH:28][cH:29][cH:30][cH:31][cH:32]2)=[O:33])[cH:14][cH:15]1. Reactants: CC12CCC(OCCN3C(=O)c4ccccc4C3=O)CC1CCC1C2CCC2(C)C(c3ccoc3)CCC12O, CCO, NN, O, O. Product: CC12CCC(OCCN)CC1CCC1C2CCC2(C)C(c3ccoc3)CCC12O. As a reaction SMILES: [C:1]1(=[O:2])[N:5]([CH2:6][CH2:7][O:8][CH:9]2[CH2:10][CH:11]3[CH2:12][CH2:13][CH:14]4[C:15]5([OH:33])[CH2:16][CH2:17][CH:18]([c:28]6[cH:29][o:30][cH:31][cH:32]6)[C:19]5([CH3:20])[CH2:21][CH2:22][CH:23]4[C:24]3([CH3:27])[CH2:25][CH2:26]2)[C:3](=[O:4])[c:34]2[cH:35][cH:36][cH:37][cH:38][c:39]21.[CH3:44][CH2:45][OH:46].[NH2:41][NH2:42].[OH2:40].[OH2:43]>>[NH2:5][CH2:6][CH2:7][O:8][CH:9]1[CH2:10][CH:11]2[CH2:12][CH2:13][CH:14]3[C:15]4([OH:33])[CH2:16][CH2:17][CH:18]([c:28]5[cH:29][o:30][cH:31][cH:32]5)[C:19]4([CH3:20])[CH2:21][CH2:22][CH:23]3[C:24]2([CH3:27])[CH2:25][CH2:26]1.